This data is from the Open Reaction Database (ORD), a public repository of structured organic reaction records. The task is: describe an organic reaction: reactants, conditions, products, and yield Starting materials: CCN=C=NCCCN(C)C.CCN(C(C)C)C(C)C (EDCI DIPEA), [N+](=O)([O-])C1=CC=C(C=C1)CC(=O)O (4-Nitrophenylacetic acid), C=1C=CC2=C(C1)N=NN2O (HOBT), CCN=C=NCCCN(C)C (EDCI), CCN(C(C)C)C(C)C (DIPEA). The product is [N+](=O)([O-])C1=CC=C(C=C1)CC(=O)N([C@H](CN1CCCC1)C1=CC=CC=C1)C (2-(4-Nitrophenyl)-N-methyl-N-[(1S)-1-phenyl-2-(1-pyrrolidinyl)ethyl]acetamide). The yield is 93.0%. As a reaction SMILES: C[CH2:2][N:3]=C=NCCCN(C)C.[CH3:12][CH2:13][N:14]([CH:18]([CH3:20])C)[CH:15]([CH3:17])C.[N+:21]([C:24]1[CH:29]=[CH:28][C:27]([CH2:30][C:31]([OH:33])=O)=[CH:26][CH:25]=1)([O-:23])=[O:22].[CH:34]1[CH:35]=[CH:36][C:37]2N(O)N=N[C:38]=2[CH:39]=1.CCN=C=NCCCN(C)C.CCN(C(C)C)C(C)C>>[N+:21]([C:24]1[CH:25]=[CH:26][C:27]([CH2:30][C:31]([N:3]([CH3:2])[C@@H:20]([C:39]2[CH:38]=[CH:37][CH:36]=[CH:35][CH:34]=2)[CH2:18][N:14]2[CH2:13][CH2:12][CH2:17][CH2:15]2)=[O:33])=[CH:28][CH:29]=1)([O-:23])=[O:22] |f:0.1|. Reported procedure: ADL-01-0079-2 was prepared via the general EDCI/DIPEA coupling procedure from 28 (1.5 g; 7.3 mmol), 4-Nitrophenylacetic acid(2.0 g; 11.0 mmol), HOBT (1.4 g; 11 mmol), EDCI (2.1 g; 11.0mmol), and DIPEA (2.5 mL; 14.6 mmol). The crude product was purified by flash chromatography using a stepwise gradient of 1% to 5% MeOH: methylene chloride to afford 2.5 g(93%) of pure product which was treated with 1.0HCl in diethyl ether to give 39 as the HCl salt. 1H NMR(HCl salt, CDCl3) δ1.6(br, m, 4H, —CH2CH2—... Yields the product OC(C1=CC=C(C(=O)OCC2=CC=CC=C2)C=C1)C1=CC2=CC=C(C=C2C=C1)OC (Benzyl 4-[(RS)-hydroxy(6-methoxy-2-naphthyl)methyl]benzoate). The reactants are [Li]CCCC (n-BuLi), solution, COC=1C=C2C=CC(=CC2=CC1)Br (6-methoxy-2-bromonaphthalene), C(C1=CC=CC=C1)OC1=CC=C(C=O)C=C1 (4-benzyloxybenzaldehyde), C(=O)=O.CC(=O)C (dry ice acetone). Solvent: Hexanes, C1CCCCC1 (cyclohexane), C1CCOC1 (THF). Procedure details: n-BuLi (15 mL of a 2.0 M solution in cyclohexane, 30 mmol) was added dropwise to a solution of 6-methoxy-2-bromonaphthalene (5.9 g, 25 mmol) in 200 mL of dry THF cooled in dry ice-acetone bath. After 15 min, 4-benzyloxybenzaldehyde (5.3 g, 25 mmol) was added. After stirring for an additional 30 min, the cold bath was allowed to slowly warm to −60° C. over 30 min. The reaction vessel was removed from the cold bath for 10 min, then cooled to −78° C. The reaction mixture was quenched with aq ammoni... Reaction SMILES: [Li][CH2:2][CH2:3][CH2:4][CH3:5].[CH3:6][O:7][C:8]1[CH:9]=[C:10]2[C:15](=[CH:16][CH:17]=1)[CH:14]=[C:13](Br)[CH:12]=[CH:11]2.[CH2:19]([O:26]C1C=CC(C=O)=CC=1)[C:20]1[CH:25]=[CH:24][CH:23]=[CH:22][CH:21]=1.[C:35](=[O:37])=[O:36].[CH3:38][C:39]([CH3:41])=O>C1CCCCC1.C1COCC1>[OH:26][CH:19]([C:13]1[CH:12]=[CH:11][C:10]2[C:15](=[CH:16][CH:17]=[C:8]([O:7][CH3:6])[CH:9]=2)[CH:14]=1)[C:20]1[CH:25]=[CH:24][C:23]([C:35]([O:37][CH2:5][C:4]2[CH:41]=[CH:39][CH:38]=[CH:2][CH:3]=2)=[O:36])=[CH:22][CH:21]=1 |f:3.4|. Run at temperature -60 celsius, time 15 minute. Starting materials: NC1=NC2(COC1)c1cc(OS(=O)(=O)C(F)(F)F)ccc1Oc1c(F)cc(C3=CCCOC3)cc12, [Na+], [Na+], O=C([O-])[O-], c1ccc(P(c2ccccc2)(c2ccccc2)[Pd](P(c2ccccc2)(c2ccccc2)c2ccccc2)(P(c2ccccc2)(c2ccccc2)c2ccccc2)P(c2ccccc2)(c2ccccc2)c2ccccc2)cc1, OB(O)c1cccnc1. Product: NC1=NC2(COC1)c1cc(-c3cccnc3)ccc1Oc1c(F)cc(C3=CCCOC3)cc12. Reaction SMILES: [F:10][C:11]([F:12])([F:13])[S:14]([O:15][c:16]1[cH:17][cH:18][c:19]2[c:34]([cH:35]1)[C:27]1([c:26]3[c:21]([c:22]([F:42])[cH:23][c:24]([C:36]4=[CH:41][CH2:40][CH2:39][O:38][CH2:37]4)[cH:25]3)[O:20]2)[CH2:28][O:29][CH2:30][C:31]([NH2:33])=[N:32]1)(=[O:43])=[O:44].[Na+:45].[Na+:46].[O-:47][C:48](=[O:49])[O-:50].[cH:51]1[cH:52][cH:53][c:54]([P:55]([Pd:56]([P:57]([c:58]2[cH:59][cH:60][cH:61][cH:62][cH:63]2)([c:64]2[cH:65][cH:66][cH:67][cH:68][cH:69]2)[c:70]2[cH:71][cH:72][cH:73][cH:74][cH:75]2)([P:76]([c:77]2[cH:78][cH:79][cH:80][cH:81][cH:82]2)([c:83]2[cH:84][cH:85][cH:86][cH:87][cH:88]2)[c:89]2[cH:90][cH:91][cH:92][cH:93][cH:94]2)[P:95]([c:96]2[cH:97][cH:98][cH:99][cH:100][cH:101]2)([c:102]2[cH:103][cH:104][cH:105][cH:106][cH:107]2)[c:108]2[cH:109][cH:110][cH:111][cH:112][cH:113]2)([c:114]2[cH:115][cH:116][cH:117][cH:118][cH:119]2)[c:120]2[cH:121][cH:122][cH:123][cH:124][cH:125]2)[cH:126][cH:127]1.[n:1]1[cH:2][c:3]([B:7]([OH:8])[OH:9])[cH:4][cH:5][cH:6]1>>[n:1]1[cH:2][c:3](-[c:16]2[cH:17][cH:18][c:19]3[c:34]([cH:35]2)[C:27]2([c:26]4[c:21]([c:22]([F:42])[cH:23][c:24]([C:36]5=[CH:41][CH2:40][CH2:39][O:38][CH2:37]5)[cH:25]4)[O:20]3)[CH2:28][O:29][CH2:30][C:31]([NH2:33])=[N:32]2)[cH:4][cH:5][cH:6]1. Reactants: CC1(C)C2CCC1(CS(=O)(=O)O)C(=O)C2, COCCN1CCc2ccc(N)cc2CC1, CC(C)O, N#CCCOc1cc(N2CCOCC2)ccc1Nc1nc(Cl)ncc1Cl, O. Product: COCCN1CCc2ccc(Nc3ncc(Cl)c(Nc4ccc(N5CCOCC5)cc4OCCC#N)n3)cc2CC1. As a reaction SMILES: [C:43]12([CH2:44][S:45]([OH:46])(=[O:47])=[O:48])[C:49]([CH3:50])([CH3:51])[CH:52]([CH2:53][CH2:54]1)[CH2:55][C:56]2=[O:57].[CH3:27][O:28][CH2:29][CH2:30][N:31]1[CH2:32][CH2:33][c:34]2[c:35]([cH:38][c:39]([NH2:42])[cH:40][cH:41]2)[CH2:36][CH2:37]1.[CH:58]([OH:59])([CH3:60])[CH3:61].[Cl:1][c:2]1[n:3][cH:4][c:5]([Cl:26])[c:6]([NH:8][c:9]2[c:10]([O:11][CH2:12][CH2:13][C:14]#[N:15])[cH:16][c:17]([N:20]3[CH2:21][CH2:22][O:23][CH2:24][CH2:25]3)[cH:18][cH:19]2)[n:7]1.[OH2:62]>>[c:2]1([NH:42][c:39]2[cH:38][c:35]3[c:34]([cH:41][cH:40]2)[CH2:33][CH2:32][N:31]([CH2:30][CH2:29][O:28][CH3:27])[CH2:37][CH2:36]3)[n:3][cH:4][c:5]([Cl:26])[c:6]([NH:8][c:9]2[c:10]([O:11][CH2:12][CH2:13][C:14]#[N:15])[cH:16][c:17]([N:20]3[CH2:21][CH2:22][O:23][CH2:24][CH2:25]3)[cH:18][cH:19]2)[n:7]1. The reactants are FB(F)F, CCCCCCCCCCCCCC(=O)c1c[nH]c(C(=O)OC)c1, CCOCC, CO, C1CCOC1, O. The product is CCCCCCCCCCCCCCc1c[nH]c(C(=O)OC)c1. As a reaction SMILES: [B:30]([F:31])([F:32])[F:33].[C:1]([CH2:2][CH2:3][CH2:4][CH2:5][CH2:6][CH2:7][CH2:8][CH2:9][CH2:10][CH2:11][CH2:12][CH2:13][CH3:14])(=[O:15])[c:16]1[cH:17][c:18]([C:21](=[O:22])[O:23][CH3:24])[nH:19][cH:20]1.[CH2:25]([O:26][CH2:27][CH3:28])[CH3:29].[CH3:34][OH:35].[O:37]1[CH2:38][CH2:39][CH2:40][CH2:41]1.[OH2:36]>>[CH2:1]([CH2:2][CH2:3][CH2:4][CH2:5][CH2:6][CH2:7][CH2:8][CH2:9][CH2:10][CH2:11][CH2:12][CH2:13][CH3:14])[c:16]1[cH:17][c:18]([C:21](=[O:22])[O:23][CH3:24])[nH:19][cH:20]1. Reactants: C1(=CC=C(C=C1)S(=O)(=O)Cl)C (p-toluene-sulfonic acid chloride), COC(CCCCO)C (5-methoxyhexanol), Cl (hydrochloric acid), O (water). Solvent: N1=CC=CC=C1 (pyridine), N1=CC=CC=C1 (pyridine). Conditions: time 6 hour. Product: COC(CCCCOS(=O)(=O)C1=CC=C(C=C1)C)C (5-methoxyhexyl-p-toluenesulfonate). RXN SMILES: [C:1]1([CH3:11])[CH:6]=[CH:5][C:4]([S:7](Cl)(=[O:9])=[O:8])=[CH:3][CH:2]=1.[CH3:12][O:13][CH:14]([CH3:20])[CH2:15][CH2:16][CH2:17][CH2:18][OH:19].O.Cl>N1C=CC=CC=1>[CH3:12][O:13][CH:14]([CH3:20])[CH2:15][CH2:16][CH2:17][CH2:18][O:19][S:7]([C:4]1[CH:5]=[CH:6][C:1]([CH3:11])=[CH:2][CH:3]=1)(=[O:9])=[O:8]. Procedure: A solution of 1.83 g (9.6 mmol) of p-toluene-sulfonic acid chloride in 5 ml of pyridine was added dropwise to a solution of 1.06 g (8.0 mmol) of 5-methoxyhexanol in 5 ml of pyridine below 5° C. on an iced water bath. After stirring for 6 hours at room temperature, the reaction mixture was injected into 100 ml of cold water and, after being acidified with 6N-hydrochloric acid, was extracted with isopropyl ether. The organic layer was washed with water and dried with anhydrous magnesium sulfate, f... Reactants: BrC1=C(CC(C1)(CI)CI)Br (1,2-dibromo-4,4-di (iodomethyl)cyclopentene), C(#N)[BH3-].[Na+] (sodium cyanoborohydride). Solvent: CN(P(=O)(N(C)C)N(C)C)C (hexamethylphosphoramide), O (water). Product: BrC1=C(CC(C1)(C)C)Br (1,2-dibromo-4,4-dimethylcyclopentene). The yield is 70.1%. Reaction SMILES: [Br:1][C:2]1[CH2:6][C:5]([CH2:9]I)([CH2:7]I)[CH2:4][C:3]=1[Br:11].C([BH3-])#N.[Na+]>CN(C)P(N(C)C)(N(C)C)=O.O>[Br:1][C:2]1[CH2:6][C:5]([CH3:9])([CH3:7])[CH2:4][C:3]=1[Br:11] |f:1.2|. Reported procedure: Under nitrogen, a stirred solution of 3.7 g (7.3 mmol) of 1,2-dibromo-4,4-di(iodomethyl)cyclopentene (Step 7) and 1.3 g (20.6 mmol) of sodium cyanoborohydride in 15 mL of hexamethylphosphoramide (HMPA) was heated to 100° C. in an oil bath overnight. The reaction was cooled, diluted with 50 mL of water, and extracted 5 times with ethyl acetate/hexane (1:5). The combined extracts were washed 3 times with water, dried (Na2SO4), and concentrated in vacuo. Purification by silica gel chromatography (W...